This data is from the Open Reaction Database (ORD), a public repository of structured organic reaction records. The task is: describe an organic reaction: reactants, conditions, products, and yield The reactants are CC(=O)c1cccc(N=C=O)c1, CO, NC1CCCC2CCN(CCCc3ccc(F)cc3)CC12, C1CCOC1. Yields the product CC(=O)c1cccc(NC(=O)NC2CCCC3CCN(CCCc4ccc(F)cc4)CC32)c1. RXN SMILES: [C:22]([CH3:23])(=[O:24])[c:25]1[cH:26][c:27]([N:31]=[C:32]=[O:33])[cH:28][cH:29][cH:30]1.[CH3:34][OH:35].[F:1][c:2]1[cH:3][cH:4][c:5]([CH2:8][CH2:9][CH2:10][N:11]2[CH2:12][CH:13]3[CH:14]([NH2:21])[CH2:15][CH2:16][CH2:17][CH:18]3[CH2:19][CH2:20]2)[cH:6][cH:7]1.[O:36]1[CH2:37][CH2:38][CH2:39][CH2:40]1>>[F:1][c:2]1[cH:3][cH:4][c:5]([CH2:8][CH2:9][CH2:10][N:11]2[CH2:12][CH:13]3[CH:14]([NH:21][C:32]([NH:31][c:27]4[cH:26][c:25]([C:22]([CH3:23])=[O:24])[cH:30][cH:29][cH:28]4)=[O:33])[CH2:15][CH2:16][CH2:17][CH:18]3[CH2:19][CH2:20]2)[cH:6][cH:7]1. Reactants: BrBr (bromine), C1(=CC=CC=C1)P(C1=CC=CC=C1)C1=CC=CC=C1 (triphenylphosphine), CC1([C@H]2CC[C@H]([C@@H]1C2)CCO)C (2-((1S,2S,5S)6,6-dimethylbicyclo[3,1,1]hept-2-yl)-ethanol). Run in C(C)#N (acetonitrile), C(C)#N (acetonitrile). Run at temperature 0 celsius. Product: CC1([C@H]2CC[C@H]([C@@H]1C2)CCBr)C (2-((1S,2S,5S)-6,6dimethylbicyclo[3,1,1]hept-2-yl)-ethyl bromide). RXN SMILES: C1(P(C2C=CC=CC=2)C2C=CC=CC=2)C=CC=CC=1.[Br:20]Br.[CH3:22][C:23]1([CH3:33])[C@H:28]2[CH2:29][C@@H:24]1[CH2:25][CH2:26][C@H:27]2[CH2:30][CH2:31]O>C(#N)C>[CH3:22][C:23]1([CH3:33])[C@H:28]2[CH2:29][C@@H:24]1[CH2:25][CH2:26][C@H:27]2[CH2:30][CH2:31][Br:20]. Reported procedure: 15.6 g triphenylphosphine were dissolved in 300 ml acetonitrile, and 3.02 ml bromine were added to the solution in drops with vigorous stirring at a temperature of 0° C. Then a solution of 10 g cisdihydronopol (=2-((1S,2S,5S)6,6-dimethylbicyclo[3,1,1]hept-2-yl)-ethanol) in 100 ml acetonitrile was added, and the reaction mixture was heated to 100° C. (bath temperature) for 5 hours. The reaction mixture was worked up by distilling off the solvent under reduced pressure, and the residue was purifie... The reactants are CN(C)C=O, O=Cc1cc([N+](=O)[O-])ccc1Cl, [F-], [K+]. Product: O=Cc1cc([N+](=O)[O-])ccc1F. Reaction SMILES: [CH3:15][N:16]([CH3:17])[CH:18]=[O:19].[Cl:1][c:2]1[c:3]([CH:4]=[O:5])[cH:6][c:7]([N+:10](=[O:11])[O-:12])[cH:8][cH:9]1.[F-:13].[K+:14]>>[c:2]1([F:13])[c:3]([CH:4]=[O:5])[cH:6][c:7]([N+:10](=[O:11])[O-:12])[cH:8][cH:9]1. The reactants are C1=C2C3=C(C=CC=C3C=C1)C1=NC=3C=CC(=CC3C=C12)C(=O)OCC (ethyl acenaphtho[1,2-b]quinoline-10-carboxylate), C1CCOC1 (THF), Cl (HCl). The solvent is O (H2O). Yields the product C1=C2C3=C(C=CC=C3C=C1)C1=NC=3C=CC(=CC3C=C12)CO (acenaphtho[1,2-b]quinoline-10-methanol). Isolated yield 81.6%. RXN SMILES: [CH:1]1[CH:10]=[CH:9][C:8]2[C:3]3=[C:4]([C:11]4[C:20]([C:2]=13)=[CH:19][C:18]1[CH:17]=[C:16]([C:21](OCC)=[O:22])[CH:15]=[CH:14][C:13]=1[N:12]=4)[CH:5]=[CH:6][CH:7]=2.C1COCC1.Cl>O>[CH:1]1[CH:10]=[CH:9][C:8]2[C:3]3=[C:4]([C:11]4[C:20]([C:2]=13)=[CH:19][C:18]1[CH:17]=[C:16]([CH2:21][OH:22])[CH:15]=[CH:14][C:13]=1[N:12]=4)[CH:5]=[CH:6][CH:7]=2. Procedure: To a RB flask equipped with magnetic stirring bar, reflux condenser, N2 inlet line with bubbler was added ethyl acenaphtho[1,2-b]quinoline-10-carboxylate (H. G. Pars Pharmaceutical Laboratories, Inc., 6.75 g, 23, mmol and dry THF (400 mL). The mixture was stirred at reflux for 3 h and then poured into H2O (1 L). The reaction mixture was acidified with 1 N HCl and the resulting white solid was filtered, washed with additional H2O (500 mL) then dissolved in CH2Cl2 (500 mL), dried (Na2SO4), filtere... The reactants are C(C)(C)N(C(C)C)CC (N,N-diisopropylethylamine), CS(=O)C (dimethyl sulfoxide), C1=NC=CC2=C(C=CC=C12)S(=O)(=O)OC=1C=C(OCCCO)C=C(C1)C (3-[3-(5-isoquinolinylsulfonyloxy)-5-methylphenoxy]propanol). Run in ClCCl (dichloromethane). Reaction conditions: time 1 hour. Product: C1=NC=CC2=C(C=CC=C12)S(=O)(=O)OC=1C=C(OCCC=O)C=C(C1)C (3-[3-(5-Isoquinolinylsulfonyloxy)-5-methylphenoxy]propionaldehyde). Isolated yield 72.7%. As a reaction SMILES: [CH:1]1[C:10]2[C:5](=[C:6]([S:11]([O:14][C:15]3[CH:16]=[C:17]([CH:23]=[C:24]([CH3:26])[CH:25]=3)[O:18][CH2:19][CH2:20][CH2:21][OH:22])(=[O:13])=[O:12])[CH:7]=[CH:8][CH:9]=2)[CH:4]=[CH:3][N:2]=1.C(N(CC)C(C)C)(C)C.CS(C)=O>ClCCl>[CH:1]1[C:10]2[C:5](=[C:6]([S:11]([O:14][C:15]3[CH:16]=[C:17]([CH:23]=[C:24]([CH3:26])[CH:25]=3)[O:18][CH2:19][CH2:20][CH:21]=[O:22])(=[O:12])=[O:13])[CH:7]=[CH:8][CH:9]=2)[CH:4]=[CH:3][N:2]=1. Reported procedure: Sulfur trioxide pyridine complex (240 mg, 1.5 mmol) was added to a solution of 3-[3-(5-isoquinolinylsulfonyloxy)-5-methylphenoxy]propanol (190 mg, 0.5 mmol), as prepared in the preceding step, N,N-diisopropylethylamine (0.2 mL, 1.6 mmol) and anhydrous dimethyl sulfoxide (0.1 mL, 1.4 mmol) in anhydrous dichloromethane (20 mL). The reaction mixture was stirred at ambient temperature for 1 hour and then quenched with 10% aqueous citric acid (30 mL). The mixture was extracted into dichloromethane (3... Starting materials: ClCCl (dichloromethane), COC(=O)C1N(C2=CC=C(C=C2C1)OC(F)(F)F)C([C@H](CC)NC(=O)OC(C)(C)C)=O (1-(N-t-butoxycarbonyl-2(S)-aminobutyryl)-5-trifluoromethoxyindoline-2(R/S)-carboxylic acid methyl ester), [OH-].[Na+] (sodium hydroxide). The solvent is CO (methanol), O (water). Run at temperature 7.5 celsius, time 4 hour. The product is C(C)(C)(C)OC(=O)N[C@H](C(=O)N1C(CC2=CC(=CC=C12)OC(F)(F)F)C(=O)O)CC (1-(N-t-Butoxycarbonyl-2(S)-aminobutyryl)-5-trifluoromethoxyindoline-2(R/S)-carboxylic acid). As a reaction SMILES: C[O:2][C:3]([CH:5]1[CH2:13][C:12]2[C:7](=[CH:8][CH:9]=[C:10]([O:14][C:15]([F:18])([F:17])[F:16])[CH:11]=2)[N:6]1[C:19](=[O:31])[C@@H:20]([NH:23][C:24]([O:26][C:27]([CH3:30])([CH3:29])[CH3:28])=[O:25])[CH2:21][CH3:22])=[O:4].[OH-].[Na+].ClCCl>CO.O>[C:27]([O:26][C:24]([NH:23][C@@H:20]([CH2:21][CH3:22])[C:19]([N:6]1[C:7]2[C:12](=[CH:11][C:10]([O:14][C:15]([F:18])([F:16])[F:17])=[CH:9][CH:8]=2)[CH2:13][CH:5]1[C:3]([OH:4])=[O:2])=[O:31])=[O:25])([CH3:30])([CH3:29])[CH3:28] |f:1.2|. Procedure: To the solution of 1-(N-t-butoxycarbonyl-2(S)-aminobutyryl)-5-trifluoromethoxyindoline-2(R/S)-carboxylic acid methyl ester (1.0 g, 2.24 mmol) in methanol (15 ml), was added sodium hydroxide (0.134 g, 3.36 mmol) in water (10 ml). The solution was stirred at 5 to 10° C. for 4 hours. The mixture was poured into dichloromethane (40 ml), and washed with cold potassium hydrogen sulphate (3×20 ml), and water (20 ml). The organic layer was dried over sodium sulphate, and evaporated to provide a white fo... Reactants: CCCCc1nc(C(F)(F)F)ccc1C=CC(=O)O, Cl, C#Cc1cc(CN)cc(F)c1NS(C)(=O)=O. Yields the product C#Cc1cc(CNC(=O)C=Cc2ccc(C(F)(F)F)nc2CCCC)cc(F)c1NS(C)(=O)=O. Reaction SMILES: [CH2:18]([CH2:19][CH2:20][CH3:21])[c:22]1[n:23][c:24]([C:33]([F:34])([F:35])[F:36])[cH:25][cH:26][c:27]1[CH:28]=[CH:29][C:30](=[O:31])[OH:32].[ClH:17].[NH2:1][CH2:2][c:3]1[cH:4][c:5]([F:16])[c:6]([NH:11][S:12](=[O:13])(=[O:14])[CH3:15])[c:7]([C:9]#[CH:10])[cH:8]1>>[NH:1]([CH2:2][c:3]1[cH:4][c:5]([F:16])[c:6]([NH:11][S:12](=[O:13])(=[O:14])[CH3:15])[c:7]([C:9]#[CH:10])[cH:8]1)[C:30]([CH:29]=[CH:28][c:27]1[c:22]([CH2:18][CH2:19][CH2:20][CH3:21])[n:23][c:24]([C:33]([F:34])([F:35])[F:36])[cH:25][cH:26]1)=[O:31]. Reactants: CN(C1C(CCCC1)N)C (2-(dimethylamino)cyclohexylamine), ClC=1C=C(C(=O)Cl)C=CC1 (3-chlorobenzoyl chloride). Yields the product ClC=1C=C(C(=O)N[C@H]2[C@@H](CCCC2)N(C)C)C=CC1 (trans-m-Chloro-N-[2-(dimethylamino)cyclohexyl]-benzamide). Isolated yield 62.0%. RXN SMILES: [CH3:1][N:2]([CH3:10])[CH:3]1[CH2:8][CH2:7][CH2:6][CH2:5][CH:4]1[NH2:9].[Cl:11][C:12]1[CH:13]=[C:14]([CH:18]=[CH:19][CH:20]=1)[C:15](Cl)=[O:16]>>[Cl:11][C:12]1[CH:13]=[C:14]([CH:18]=[CH:19][CH:20]=1)[C:15]([NH:9][C@@H:4]1[CH2:5][CH2:6][CH2:7][CH2:8][C@H:3]1[N:2]([CH3:10])[CH3:1])=[O:16]. Procedure details: This titled amide was prepared by general procedure B from 2-(dimethylamino)cyclohexylamine and 3-chlorobenzoyl chloride. The crude product was crystallized from ether-petroleum ether (30°-60°); yield 62%, m.p. 112°-113°. The analytical sample melted at 112.5°-113.5°. uv sh 217 nm (ε 11,850); sh 226 (9,550); sh 277 (1,200); sh 287 (623). ir NH/=CH 3320, 3070; N-alkyl 2760; C=O 1635; C=C 1595, 1570; amide II 1545. NMR in CDCl3 (100 MHz) was in accord. Mass spectrum M+ 280. Solvent: [N+](=O)([O-])C1=CC=CC=C1 (nitrobenzene). RXN SMILES: [Al+3].[Cl-].[Cl-].[Cl-].[CH2:5]([N:7]=[C:8]=[O:9])[CH3:6].[F:10][C:11]([F:30])([F:29])[C:12]([C:18]1[CH:28]=[CH:27][C:21]([NH:22][S:23]([CH3:26])(=[O:25])=[O:24])=[CH:20][CH:19]=1)([OH:17])[C:13]([F:16])([F:15])[F:14]>[N+](C1C=CC=CC=1)([O-])=O>[CH2:5]([NH:7][C:8]([N:22]([S:23]([CH3:26])(=[O:25])=[O:24])[C:21]1[CH:27]=[CH:28][C:18]([C:12]([OH:17])([C:11]([F:10])([F:29])[F:30])[C:13]([F:14])([F:15])[F:16])=[CH:19][CH:20]=1)=[O:9])[CH3:6] |f:0.1.2.3|. Reported procedure: To 3.0 g (23 mmole) AlCl3 in 50 ml nitrobenzene, add 1.4 g (20 mmole) EtNCO. To the solution, add 6.7 g (20 mmole) 4'-(hexafluoro-2-hydroxy-2-propyl)methanesulfonanilide (prepared as in Example 1). Heat for 4 hours at 80° and distill the solvent in vacuo. Triturate the product with 1N HCl and dissolve in Et2O. Dry, concentrate and recrystallize from Et2O-hexane to give the product; m.p. 161°-164° C. The product is C(C)NC(=O)N(C1=CC=C(C=C1)C(C(F)(F)F)(C(F)(F)F)O)S(=O)(=O)C (1-ethyl-3-methylsulfonyl-3-[4-(hexafluoro-2-hydroxy-2-propyl)-phenyl]urea). The reactants are [Al+3].[Cl-].[Cl-].[Cl-] (AlCl3), C(C)N=C=O (EtNCO), FC(C(C(F)(F)F)(O)C1=CC=C(NS(=O)(=O)C)C=C1)(F)F (4'-(hexafluoro-2-hydroxy-2-propyl)methanesulfonanilide). Reactants: O=C([O-])[O-], CN1CCCC1=O, [Cs+], [Cs+], CC1(O)CCC(c2cccnc2F)C1, O=C(c1ccc(O)cc1)c1nc2ccccc2[nH]1. Product: CC1(O)CCC(c2cccnc2Oc2ccc(C(=O)c3nc4ccccc4[nH]3)cc2)C1. Reaction SMILES: [C:33](=[O:34])([O-:35])[O-:36].[CH3:39][N:40]1[CH2:41][CH2:42][CH2:43][C:44]1=[O:45].[Cs+:37].[Cs+:38].[F:1][c:2]1[n:3][cH:4][cH:5][cH:6][c:7]1[CH:8]1[CH2:9][C:10]([OH:13])([CH3:14])[CH2:11][CH2:12]1.[nH:15]1[c:16]([C:24](=[O:25])[c:26]2[cH:27][cH:28][c:29]([OH:32])[cH:30][cH:31]2)[n:17][c:18]2[c:19]1[cH:20][cH:21][cH:22][cH:23]2>>[c:2]1([O:32][c:29]2[cH:28][cH:27][c:26]([C:24]([c:16]3[nH:15][c:19]4[c:18]([n:17]3)[cH:23][cH:22][cH:21][cH:20]4)=[O:25])[cH:31][cH:30]2)[n:3][cH:4][cH:5][cH:6][c:7]1[CH:8]1[CH2:9][C:10]([OH:13])([CH3:14])[CH2:11][CH2:12]1.